This data is from the Open Reaction Database (ORD), a public repository of structured organic reaction records. The task is: describe an organic reaction: reactants, conditions, products, and yield The reactants are BrC=1C=C(C=CC1)S(=O)(=O)C(C1=NN=C(O1)C1=CC=C(C(=O)O)C=C1)(F)C1CC2=C(NC=3C=CC(=CC23)Cl)C1 (4-{5-[(3-bromo-benzenesulfonyl)-(7-chloro-1,2,3,4-tetrahydro-cyclopenta[b]indol-2-yl)-fluoro-methyl]-[1,3,4]oxadiazol-2-yl}-benzoic acid), [NH4+].[Cl-] (NH4Cl), CN1CCOCC1 (N-methylmorpholine), ON1N=NC2=C1C=CC=C2 (1-hydroxybenzotriazole), CCN=C=NCCCN(C)C (EDCI), Cl (HCl). Solvent: CN(C)C=O (DMF). Conditions: temperature 0 celsius. The product is BrC=1C=C(C=CC1)S(=O)(=O)C(C1=NN=C(O1)C1=CC=C(C(=O)N)C=C1)(F)C1CC2=C(NC=3C=CC(=CC23)Cl)C1 (4-{5-[(3-bromo-benzenesulfonyl)-(7-chloro-1,2,3,4-tetrahydro-cyclopenta[b]indol-2-yl)-fluoro-methyl]-[1,3,4]oxadiazol-2-yl}-benzamide). As a reaction SMILES: [Br:1][C:2]1[CH:3]=[C:4]([S:8]([C:11]([CH:27]2[CH2:39][C:30]3[NH:31][C:32]4[CH:33]=[CH:34][C:35]([Cl:38])=[CH:36][C:37]=4[C:29]=3[CH2:28]2)([F:26])[C:12]2[O:16][C:15]([C:17]3[CH:25]=[CH:24][C:20]([C:21]([OH:23])=O)=[CH:19][CH:18]=3)=[N:14][N:13]=2)(=[O:10])=[O:9])[CH:5]=[CH:6][CH:7]=1.[NH4+].[Cl-].C[N:43]1CCOCC1.ON1C2C=CC=CC=2N=N1.CCN=C=NCCCN(C)C.Cl>CN(C=O)C>[Br:1][C:2]1[CH:3]=[C:4]([S:8]([C:11]([CH:27]2[CH2:39][C:30]3[NH:31][C:32]4[CH:33]=[CH:34][C:35]([Cl:38])=[CH:36][C:37]=4[C:29]=3[CH2:28]2)([F:26])[C:12]2[O:16][C:15]([C:17]3[CH:18]=[CH:19][C:20]([C:21]([NH2:43])=[O:23])=[CH:24][CH:25]=3)=[N:14][N:13]=2)(=[O:10])=[O:9])[CH:5]=[CH:6][CH:7]=1 |f:1.2|. Procedure details: A solution of 63 mg (0.1 mmol) of (RS, SR) 4-{5-[(3-bromo-benzenesulfonyl)-(7-chloro-1,2,3,4-tetrahydro-cyclopenta[b]indol-2-yl)-fluoro-methyl]-[1,3,4]oxadiazol-2-yl}-benzoic acid (example 113) in 0.5 mL of DMF was treated with 27 mg (0.511 mmol) of NH4Cl, 61 mg (0.6 mmol) of N-methylmorpholine, 3 mg (0.02 mmol) and of 1-hydroxybenzotriazole. The mixture was stirred for 15 at 0° C. and treated with 29 mg (0.15 mmol) of EDCI and stirred at RT for 10 hrs. A diluted aqueous solution of HCl was adde... Reactants: BrC1=NC=2N(C(N(C)C(C2N1)=O)=O)C (8-bromo-theophylline), N1CCOCC1 (morpholine). The product is O1CCN(CC1)C1=NC=2N(C(N(C)C(C2N1)=O)=O)C (8-morpholino-theophylline). Isolated yield 80.0%. RXN SMILES: Br[C:2]1[NH:11][C:10]2[C:9](=[O:12])[N:7]([CH3:8])[C:6](=[O:13])[N:5]([CH3:14])[C:4]=2[N:3]=1.[NH:15]1[CH2:20][CH2:19][O:18][CH2:17][CH2:16]1>>[O:18]1[CH2:19][CH2:20][N:15]([C:2]2[NH:11][C:10]3[C:9](=[O:12])[N:7]([CH3:8])[C:6](=[O:13])[N:5]([CH3:14])[C:4]=3[N:3]=2)[CH2:16][CH2:17]1. Procedure details: 0.3 moles of the 8-bromo-theophylline, prepared as in the previous paragraph, is refluxed in 1.5 moles of morpholine for two hours. The precipitate obtained is filtered, to give approximately 80% yield of 8-morpholino-theophylline. Reactants: [Al+3], C1CCOC1, [H-], [H-], [H-], [H-], [Li+], [Mg+2], [Na+], O=S(=O)([O-])[O-], [OH-], CC(=O)c1ccc2cccccc1-2. The product is CC(O)c1ccc2cccccc1-2. As a reaction SMILES: [Al+3:15].[CH2:28]1[O:29][CH2:30][CH2:31][CH2:32]1.[H-:14].[H-:17].[H-:18].[H-:19].[Li+:16].[Mg+2:22].[Na+:21].[O-:23][S:24](=[O:25])(=[O:26])[O-:27].[OH-:20].[c:1]1([C:11]([CH3:12])=[O:13])[cH:2][cH:3][c:4]2[cH:5][cH:6][cH:7][cH:8][cH:9][c:10]1-2>>[c:1]1([CH:11]([CH3:12])[OH:13])[cH:2][cH:3][c:4]2[cH:5][cH:6][cH:7][cH:8][cH:9][c:10]1-2.